Task: describe an organic reaction: reactants, conditions, products, and yield. Dataset: the Open Reaction Database (ORD), a public repository of structured organic reaction records As a reaction SMILES: [C:8]([Li:9])([CH3:10])([CH3:11])[CH3:12].[CH2:21]1[O:22][CH2:23][CH2:24][CH2:25]1.[CH3:13][CH:14]([CH3:15])[C:16]([CH:17]([CH3:18])[CH3:19])=[O:20].[CH3:1][c:2]1[n:3][cH:4][cH:5][cH:6][cH:7]1>>[CH2:1]([c:2]1[n:3][cH:4][cH:5][cH:6][cH:7]1)[C:16]([CH:14]([CH3:13])[CH3:15])([CH:17]([CH3:18])[CH3:19])[OH:20]. Starting materials: [Li]C(C)(C)C, C1CCOC1, CC(C)C(=O)C(C)C, Cc1ccccn1. Yields the product CC(C)C(O)(Cc1ccccn1)C(C)C. Starting materials: IC1=CC=C(C(C(=O)O)=C1)N (5-iodoanthranilic acid), CO.N (ammonia methanol). Reaction conditions: time 3 hour. The product is IC1=CC=C(C(C(=O)[O-])=C1)N.[NH4+] (ammonium 5-iodoanthranilate). Isolated yield 85.0%. RXN SMILES: [I:1][C:2]1[CH:10]=[C:6]([C:7]([OH:9])=[O:8])[C:5]([NH2:11])=[CH:4][CH:3]=1.CO.[NH3:14]>>[I:1][C:2]1[CH:10]=[C:6]([C:7]([O-:9])=[O:8])[C:5]([NH2:11])=[CH:4][CH:3]=1.[NH4+:14] |f:1.2,3.4|. Reported procedure: In a 200 mL volume glass vessel equipped with a stirrer and a thermometer were placed 10.0 g (38 mmol) of 5-iodoanthranilic acid and 100 mL (780 mmol) of 15 wt. % ammonia methanol solution. The reaction was carried out for 3 hours at room temperature. After the reaction was complete, the reaction mixture was concentrated under reduced pressure, to obtain 9.0 g (isolated yield: 85%) of ammonium 5-iodoanthranilate as pale red solid.